Dataset: the Open Reaction Database (ORD), a public repository of structured organic reaction records. Task: describe an organic reaction: reactants, conditions, products, and yield The reactants are C([O-])([O-])=O.[Na+].[Na+] (sodium carbonate), O1C(=CC=C1)B(O)O (furan-2-boronic acid), Tetrakis(triphenylphoshine)palladium(0), IC1=CC=C(C=C1)/C(=C/C(=O)OCC)/C ((E)-ethyl 3-(4-iodophenyl)-but-2-enoate). Run in COCCOC (DME), O (water). Reaction conditions: time 10 minute. The product is O1C(=CC=C1)C1=CC=C(C=C1)/C(=C/C(=O)OCC)/C ((E)-ethyl 3-(4-furan-2-yl-phenyl)-but-2-enoate). RXN SMILES: I[C:2]1[CH:7]=[CH:6][C:5](/[C:8](/[CH3:15])=[CH:9]/[C:10]([O:12][CH2:13][CH3:14])=[O:11])=[CH:4][CH:3]=1.C(=O)([O-])[O-].[Na+].[Na+].[O:22]1[CH:26]=[CH:25][CH:24]=[C:23]1B(O)O>COCCOC.O>[O:22]1[CH:26]=[CH:25][CH:24]=[C:23]1[C:2]1[CH:7]=[CH:6][C:5](/[C:8](/[CH3:15])=[CH:9]/[C:10]([O:12][CH2:13][CH3:14])=[O:11])=[CH:4][CH:3]=1 |f:1.2.3|. Procedure: Tetrakis(triphenylphoshine)palladium(0) (0.69 g, 0.60 mmol, 6 mol %) was added, under nitrogen, to a stirred solution of (E)-ethyl 3-(4-iodophenyl)-but-2-enoate (3.16 g, 10.0 mmol) in DME (100 ml), and the resulting orange coloured solution stirred at room temperature for 10 min. Aqueous 2M sodium carbonate (30.0 ml, 60.0 mmol) was then added, the mixture stirred for 10 min, then furan-2-boronic acid (2.25 g, 20.11 mmol) was added, and the reaction mixture heated to 80° C. for 20 h, under reflux... Reactants: C(C)(C)OCCN(C(=O)OC(C)(C)C)C1=CC=C(C(=O)N2CCN(CC2)CCC2=CC=C(C=C2)Cl)C=C1 (1-{4-[N-(2-isopropyloxyethyl)-N-tert-butyloxycarbonylamino]benzoyl}-4-[2-(4-chlorophenyl)ethyl]piperazine), C(=O)([O-])[O-].[K+].[K+] (potash), ClCC(=O)Cl (chloroacetyl chloride). Solvent: C(C)(=O)OCC (ethyl acetate), C1(=CC=CC=C1)C (toluene), C1(=CC=CC=C1)C (toluene). Conditions: time 15 minute. Product: Cl.C(C)(C)OCCN(C(CCl)=O)C1=CC=C(C(=O)N2CCN(CC2)CCC2=CC=C(C=C2)Cl)C=C1 (1-{4-[N-(2-isopropyloxyethyl)-N-chloroacetylamino]benzoyl}-4-[2-(4-chlorophenyl)ethyl]piperazine hydrochloride). Reaction SMILES: [CH:1]([O:4][CH2:5][CH2:6][N:7]([C:15]1[CH:37]=[CH:36][C:18]([C:19]([N:21]2[CH2:26][CH2:25][N:24]([CH2:27][CH2:28][C:29]3[CH:34]=[CH:33][C:32]([Cl:35])=[CH:31][CH:30]=3)[CH2:23][CH2:22]2)=[O:20])=[CH:17][CH:16]=1)[C:8]([O:10]C(C)(C)C)=O)([CH3:3])[CH3:2].C([O-])([O-])=O.[K+].[K+].[Cl:44][CH2:45]C(Cl)=O>C1(C)C=CC=CC=1.C(OCC)(=O)C>[ClH:35].[CH:1]([O:4][CH2:5][CH2:6][N:7]([C:15]1[CH:37]=[CH:36][C:18]([C:19]([N:21]2[CH2:26][CH2:25][N:24]([CH2:27][CH2:28][C:29]3[CH:30]=[CH:31][C:32]([Cl:35])=[CH:33][CH:34]=3)[CH2:23][CH2:22]2)=[O:20])=[CH:17][CH:16]=1)[C:8](=[O:10])[CH2:45][Cl:44])([CH3:3])[CH3:2] |f:1.2.3,7.8|. Procedure: 22 g of 1-{4-[N-(2-isopropyloxyethyl)amino]benzoyl}-4-[2-(4-chlorophenyl)ethyl]piperazine (Example 2) and 20.7 g of potash are introduced into 650 ml of toluene, and the mixture is kept at 45° for 15 minutes. At that temperature and with stirring, a solution of 7.1 g of chloroacetyl chloride in 30 ml of toluene is added dropwise. The mixture is stirred for 30 minutes at 45° and then stirring is continued at room temperature. The reaction solution is diluted with 500 ml of ethyl acetate and washe... Starting materials: CCOC(=O)C=CC(=O)c1ccccc1, [CH2]C, C1CCOC1, CCOC(C)=O, Cl. Yields the product CCOC(=O)C=CC(O)(CC(=O)OCC)c1ccccc1. RXN SMILES: [C:3]([c:4]1[cH:5][cH:6][cH:7][cH:8][cH:9]1)(=[O:10])[CH:11]=[CH:12][C:13](=[O:14])[O:15][CH2:16][CH3:17].[CH2:1][CH3:2].[CH2:25]1[O:26][CH2:27][CH2:28][CH2:29]1.[CH3:19][CH2:20][O:21][C:22]([CH3:23])=[O:24].[ClH:18]>>[C:3]([c:4]1[cH:5][cH:6][cH:7][cH:8][cH:9]1)([OH:10])([CH:11]=[CH:12][C:13](=[O:14])[O:15][CH2:16][CH3:17])[CH2:23][C:22]([O:21][CH2:20][CH3:19])=[O:24].